From a dataset of the Open Reaction Database (ORD), a public repository of structured organic reaction records. describe an organic reaction: reactants, conditions, products, and yield The reactants are O(C1=CC=CC=C1)C(=O)N(O)CC#CC1=NN(C(=C1)C1=CC=C(C=C1)C)C1=CC=C(C=C1)OC (N-phenoxycarbonyl-N-(1-(1-(4-methoxyphenyl)-5-(4-methylphenyl)-3-pyrazolyl)-1-propyn-3-yl)hydroxylamine), N (ammonia). Solvent: CO (MeOH). Conditions: time 8 hour. Yields the product ON(C(=O)N)CC#CC1=NN(C(=C1)C1=CC=C(C=C1)C)C1=CC=C(C=C1)OC (N-Hydroxy-N-(1-(1-(4-methoxyphenyl)-5-(4-methylphenyl)pyrazol-3-yl)-1-propyn-3-yl)urea). Reaction SMILES: O([C:8]([N:10]([CH2:12][C:13]#[C:14][C:15]1[CH:19]=[C:18]([C:20]2[CH:25]=[CH:24][C:23]([CH3:26])=[CH:22][CH:21]=2)[N:17]([C:27]2[CH:32]=[CH:31][C:30]([O:33][CH3:34])=[CH:29][CH:28]=2)[N:16]=1)[OH:11])=[O:9])C1C=CC=CC=1.[NH3:35]>CO>[OH:11][N:10]([CH2:12][C:13]#[C:14][C:15]1[CH:19]=[C:18]([C:20]2[CH:21]=[CH:22][C:23]([CH3:26])=[CH:24][CH:25]=2)[N:17]([C:27]2[CH:28]=[CH:29][C:30]([O:33][CH3:34])=[CH:31][CH:32]=2)[N:16]=1)[C:8]([NH2:35])=[O:9]. Procedure details: Alternatively, N-phenoxycarbonyl-N-(1-(1-(4-methoxyphenyl)-5-(4-methylphenyl)-3-pyrazolyl)-1-propyn-3-yl)hydroxylamine (4.67 mmol, 2.12 g) was dissolved in 20 mL of 14% w/w solution of ammonia in MeOH and stirred overnight in a stoppered round-bottomed flask. The solution was concentrated to give 2.2 g of orange oil which was purified by MPLC to give 0.89 g (51%) of Cpd. 1 as an off white solid. Tables I & J list the analytical data for Cpd. 1 as well as other compounds which were prepared in th... Starting materials: FC(C(=O)O)(F)F.NC1=NC(=NC=C1C(=O)C1=C(C=CC=C1)OC)NC1CCNCC1 ([4-amino-2-(piperidin-4-ylamino)-pyrimidin-5-yl]-(2-methoxy-phenyl)-methanone trifluoroacetic acid salt), C(CC)S(=O)(=O)Cl (propanesulfonyl chloride). The product is NC1=NC(=NC=C1C(=O)C1=C(C=CC=C1)OC)NC1CCN(CC1)S(=O)(=O)CCC ([4-amino-2-[1-(propane-1-sulfonyl)-piperidin-4-ylamino]-pyrimidin-5-yl]-(2-methoxy-phenyl)-methanone). RXN SMILES: FC(F)(F)C(O)=O.[NH2:8][C:9]1[C:14]([C:15]([C:17]2[CH:22]=[CH:21][CH:20]=[CH:19][C:18]=2[O:23][CH3:24])=[O:16])=[CH:13][N:12]=[C:11]([NH:25][CH:26]2[CH2:31][CH2:30][NH:29][CH2:28][CH2:27]2)[N:10]=1.[CH2:32]([S:35](Cl)(=[O:37])=[O:36])[CH2:33][CH3:34]>>[NH2:8][C:9]1[C:14]([C:15]([C:17]2[CH:22]=[CH:21][CH:20]=[CH:19][C:18]=2[O:23][CH3:24])=[O:16])=[CH:13][N:12]=[C:11]([NH:25][CH:26]2[CH2:31][CH2:30][N:29]([S:35]([CH2:32][CH2:33][CH3:34])(=[O:37])=[O:36])[CH2:28][CH2:27]2)[N:10]=1 |f:0.1|. Procedure details: The same procedure as described in Example 28 was used, starting from [4-amino-2-(piperidin-4-ylamino)-pyrimidin-5-yl]-(2-methoxy-phenyl)-methanone trifluoroacetic acid salt, Example 11, and propanesulfonyl chloride (Aldrich), to give [4-amino-2-[1-(propane-1-sulfonyl)-piperidin-4-ylamino]-pyrimidin-5-yl]-(2-methoxy-phenyl)-methanone. HRMS, observed: 434.1860; Calcd for (M+H)+: 434.1857.